describe an organic reaction: reactants, conditions, products, and yield From a dataset of the Open Reaction Database (ORD), a public repository of structured organic reaction records. The reactants are ClC1=NC=CC=N1 (2-chloropyrimidine), O1C=COC2=C1C=CC(=C2)CN2CCNCC2 (1-(6-benzodioxinyl methyl)piperazine), C([O-])([O-])=O.[K+].[K+] (potassium carbonate). Run in C(CCCC)O (pentanol). Yields the product Cl.Cl.O1C=COC2=C1C=CC(=C2)CN2CCN(CC2)C2=NC=CC=N2 (1-(benzodioxin-6-yl methyl)-4-(pyrimidin-2-yl)piperazine dihydrochloride). Yield: 156.5%. RXN SMILES: [Cl:1][C:2]1[N:7]=[CH:6][CH:5]=[CH:4][N:3]=1.[O:8]1[C:13]2[CH:14]=[CH:15][C:16]([CH2:18][N:19]3[CH2:24][CH2:23][NH:22][CH2:21][CH2:20]3)=[CH:17][C:12]=2[O:11][CH:10]=[CH:9]1.C(=O)([O-])[O-].[K+].[K+]>C(O)CCCC>[ClH:1].[ClH:1].[O:8]1[C:13]2[CH:14]=[CH:15][C:16]([CH2:18][N:19]3[CH2:20][CH2:21][N:22]([C:2]4[N:7]=[CH:6][CH:5]=[CH:4][N:3]=4)[CH2:23][CH2:24]3)=[CH:17][C:12]=2[O:11][CH:10]=[CH:9]1 |f:2.3.4,6.7.8|. Procedure details: A solution of 11.4 g (0.1 mole) of 2-chloropyrimidine and 23.2 g (0.1 mole) of 1-(6-benzodioxinyl methyl)piperazine (oil) in 500 ml of pentanol, as refluxed for 6 hours, in the presence of 13.8 g (0.1 mole) of potassium carbonate. After the completion of the reaction, the so-formed salt was filtered off and the solvent was evaporated under reduced pressure. The so-obtained oily residue (30 g) was dissolved in 160 ml of anhydrous ethanol. After addition of an excess of hydrochloric acid ether sol...